From a dataset of the Open Reaction Database (ORD), a public repository of structured organic reaction records. describe an organic reaction: reactants, conditions, products, and yield Yields the product CN(C)C1(c2ccccc2)CCC(O)(CCCc2c[nH]c3ccncc23)CC1. RXN SMILES: [CH2:40]([N+:41]([CH2:42][CH2:43][CH2:44][CH3:45])([CH2:46][CH2:47][CH2:48][CH3:49])[CH2:50][CH2:51][CH2:52][CH3:53])[CH2:54][CH2:55][CH3:56].[CH3:1][N:2]([C:3]1([c:29]2[cH:30][cH:31][cH:32][cH:33][cH:34]2)[CH2:4][CH2:5][C:6]([OH:9])([CH2:10][CH2:11][CH2:12][c:13]2[c:14]([Si:22]([CH2:23][CH3:24])([CH2:25][CH3:26])[CH2:27][CH3:28])[nH:15][c:16]3[c:17]2[cH:18][n:19][cH:20][cH:21]3)[CH2:7][CH2:8]1)[CH3:35].[F-:39].[O:57]1[CH2:58][CH2:59][CH2:60][CH2:61]1.[OH2:36].[OH2:37].[OH2:38]>>[CH3:1][N:2]([C:3]1([c:29]2[cH:30][cH:31][cH:32][cH:33][cH:34]2)[CH2:4][CH2:5][C:6]([OH:9])([CH2:10][CH2:11][CH2:12][c:13]2[cH:14][nH:15][c:16]3[c:17]2[cH:18][n:19][cH:20][cH:21]3)[CH2:7][CH2:8]1)[CH3:35]. Reactants: CCCC[N+](CCCC)(CCCC)CCCC, CC[Si](CC)(CC)c1[nH]c2ccncc2c1CCCC1(O)CCC(c2ccccc2)(N(C)C)CC1, [F-], C1CCOC1, O, O, O. The reactants are [BH4-], CO, NCC1CC1, ClC(Cl)Cl, O=Cc1cccc(OCc2ccc(Cl)cc2)c1, [Na+]. Yields the product Clc1ccc(COc2cccc(CNCC3CC3)c2)cc1. Reaction SMILES: [BH4-:23].[CH3:25][OH:26].[CH:18]1([CH2:21][NH2:22])[CH2:19][CH2:20]1.[CH:27]([Cl:28])([Cl:29])[Cl:30].[Cl:1][c:2]1[cH:3][cH:4][c:5]([CH2:6][O:7][c:8]2[cH:9][c:10]([CH:11]=[O:12])[cH:13][cH:14][cH:15]2)[cH:16][cH:17]1.[Na+:24]>>[Cl:1][c:2]1[cH:3][cH:4][c:5]([CH2:6][O:7][c:8]2[cH:9][c:10]([CH2:11][NH:22][CH2:21][CH:18]3[CH2:19][CH2:20]3)[cH:13][cH:14][cH:15]2)[cH:16][cH:17]1.